Dataset: the Open Reaction Database (ORD), a public repository of structured organic reaction records. Task: describe an organic reaction: reactants, conditions, products, and yield Starting materials: O=C([O-])[O-], CCOC(=O)CC1CCNCC1, CS(C)=O, Cl, CC(=O)c1ccc(F)cc1, [K+], [K+], O. The product is CCOC(=O)CC1CCN(c2ccc(C(C)=O)cc2)CC1. As a reaction SMILES: [C:24](=[O:25])([O-:26])[O-:27].[CH2:2]([CH3:3])[O:4][C:5]([CH2:6][CH:7]1[CH2:8][CH2:9][NH:10][CH2:11][CH2:12]1)=[O:13].[CH3:31][S:32]([CH3:33])=[O:34].[ClH:1].[F:14][c:15]1[cH:16][cH:17][c:18]([C:21]([CH3:22])=[O:23])[cH:19][cH:20]1.[K+:28].[K+:29].[OH2:30]>>[CH2:2]([CH3:3])[O:4][C:5]([CH2:6][CH:7]1[CH2:8][CH2:9][N:10]([c:15]2[cH:16][cH:17][c:18]([C:21]([CH3:22])=[O:23])[cH:19][cH:20]2)[CH2:11][CH2:12]1)=[O:13]. Reactants: OC=1NS(C=C(N1)C1=CC=CC=C1)(C1=CC=CC=C1)=O (3-hydroxy-1,5-diphenyl-1H-1,2,4-thiadiazine-1-oxide), P(=O)(Cl)(Cl)Cl (phosphorus oxychloride). The product is ClC=1NS(C=C(N1)C1=CC=CC=C1)(C1=CC=CC=C1)=O (3-chloro-1,5-diphenyl-1H-1,2,4-thiadiazine-1-oxide). The yield is 73.0%. RXN SMILES: O[C:2]1[NH:3][SH:4](=[O:20])([C:14]2[CH:19]=[CH:18][CH:17]=[CH:16][CH:15]=2)[CH:5]=[C:6]([C:8]2[CH:13]=[CH:12][CH:11]=[CH:10][CH:9]=2)[N:7]=1.P(Cl)(Cl)([Cl:23])=O>>[Cl:23][C:2]1[NH:3][SH:4](=[O:20])([C:14]2[CH:19]=[CH:18][CH:17]=[CH:16][CH:15]=2)[CH:5]=[C:6]([C:8]2[CH:13]=[CH:12][CH:11]=[CH:10][CH:9]=2)[N:7]=1. Procedure details: A solution of 13.84 g (0.049 mole) of 3-hydroxy-1,5-diphenyl-1H-1,2,4-thiadiazine-1-oxide of Example 7 in 50 ml of phosphorus oxychloride was refluxed for 30 minutes and then excess reagent was evaporated under vacuum. The residue was taken up in chloroform and the solution was washed once with water, dried over magnesium sulfate and evaporated to an oil. The residue crystallized on trituration with ethanol to obtain 10.8 g (73%) of 3-chloro-1,5-diphenyl-1H-1,2,4-thiadiazine-1-oxide melting at 1... The reactants are Cc1ccccc1, O=c1[nH]cnc2cnc(Cl)cc12, CN(C)C=O, O=S(Cl)Cl. Product: Clc1cc2c(Cl)ncnc2cn1. RXN SMILES: [CH3:22][c:23]1[cH:24][cH:25][cH:26][cH:27][cH:28]1.[Cl:6][c:7]1[cH:8][c:9]2[c:10]([n:11][cH:12][nH:13][c:14]2=[O:15])[cH:16][n:17]1.[O:1]=[CH:2][N:3]([CH3:4])[CH3:5].[S:18]([Cl:19])([Cl:20])=[O:21]>>[Cl:6][c:7]1[cH:8][c:9]2[c:10]([n:11][cH:12][n:13][c:14]2[Cl:20])[cH:16][n:17]1.